This data is from the Open Reaction Database (ORD), a public repository of structured organic reaction records. The task is: describe an organic reaction: reactants, conditions, products, and yield Product: crude product, NC1=CC=C(C(=N1)C)C(C(=O)OCC)C (ethyl 2-(6-amino-2-methylpyridin-3-yl)propanoate). Procedure: A mixture of ethyl 2-(2-methyl-6-nitropyridin-3-yl)propanoate (1.6 g, 6.7 mmol), 10% Pd/C (0.1 g) and AcOH (3 mL) in MeOH (50 mL) was stirred over night under 1 atm of H2 at room temperature. The mixture was filtered and concentrated to give the crude product ethyl 2-(6-amino-2-methylpyridin-3-yl)propanoate. Reactants: CC1=NC(=CC=C1C(C(=O)OCC)C)[N+](=O)[O-] (ethyl 2-(2-methyl-6-nitropyridin-3-yl)propanoate), CC(=O)O (AcOH). The solvent is CO (MeOH). The reagents and catalysts are [Pd] (Pd/C). Reaction SMILES: [CH3:1][C:2]1[C:7]([CH:8]([CH3:14])[C:9]([O:11][CH2:12][CH3:13])=[O:10])=[CH:6][CH:5]=[C:4]([N+:15]([O-])=O)[N:3]=1.CC(O)=O>CO.[Pd]>[NH2:15][C:4]1[N:3]=[C:2]([CH3:1])[C:7]([CH:8]([CH3:14])[C:9]([O:11][CH2:12][CH3:13])=[O:10])=[CH:6][CH:5]=1. Reactants: C1(=CC=CC=C1)CCNC(NN)=S (4-phenylethyl-3-thiosemicarbazide), ClC(C(=O)OCC)C(=O)C (ethyl 2-chloroacetoacetate). Solvent: C(C)O (ethanol). Product: CC1=C(C(=NN1)NCCC1=CC=CC=C1)C(=O)OCC (5-Methyl-3-[(2-phenylethyl)amino]-1H-pyrazole-4-carboxylic acid, ethyl ester). RXN SMILES: [C:1]1([CH2:7][CH2:8][NH:9][C:10](=S)[NH:11][NH2:12])[CH:6]=[CH:5][CH:4]=[CH:3][CH:2]=1.Cl[CH:15]([C:21]([CH3:23])=O)[C:16]([O:18][CH2:19][CH3:20])=[O:17]>C(O)C>[CH3:23][C:21]1[NH:12][N:11]=[C:10]([NH:9][CH2:8][CH2:7][C:1]2[CH:6]=[CH:5][CH:4]=[CH:3][CH:2]=2)[C:15]=1[C:16]([O:18][CH2:19][CH3:20])=[O:17]. Procedure details: A stirred slurry of 33.1 g (0.17 mole) of 4-phenylethyl-3-thiosemicarbazide in 500 mL of absolute ethanol under nitrogen atmosphere was treated with 29 g (0.17 mole) of ethyl 2-chloroacetoacetate, stirred at ambient temperature for ~72 hr, heated to reflux to dissolve most materials, and filtered hot. The filtrate was concentrated in vacuo to give a reddish oil, 71 g. The residue was chromatographed on 800 g Florosil® and eluted first with benzene to remove a yellow band (sulfur) followed by an ... The reactants are NC1=NC=C(C=C1)C (2-amino-5-methylpyridine), [Al](C)(C)Cl (Al(CH3)2Cl), CN(C(=O)N1CC(C1)OC1=CC(=CC2=C1C=C(O2)C)C(=O)OCC)C (Ethyl 4-({1-[(dimethylamino)carbonyl]azetidin-3-yl}oxy)-2-methyl-1-benzofuran-6-carboxylate). Solvent: ClCCl (dichloromethane). Reaction conditions: time 30 minute. Yields the product CN(C(=O)N1CC(C1)OC1=CC(=CC2=C1C=C(O2)C)C(=O)NC2=NC=C(C=C2)C)C (N,N-Dimethyl-3-[(2-methyl-6-{[(5-methylpyridin-2-yl)amino]-carbonyl}-1-benzofuran-4-yl)oxy]azetidine-1-carboxamide). The yield is 90.2%. As a reaction SMILES: [NH2:1][C:2]1[CH:7]=[CH:6][C:5]([CH3:8])=[CH:4][N:3]=1.[Al](Cl)(C)C.[CH3:13][N:14]([CH3:37])[C:15]([N:17]1[CH2:20][CH:19]([O:21][C:22]2[C:27]3[CH:28]=[C:29]([CH3:31])[O:30][C:26]=3[CH:25]=[C:24]([C:32](OCC)=[O:33])[CH:23]=2)[CH2:18]1)=[O:16]>ClCCl>[CH3:37][N:14]([CH3:13])[C:15]([N:17]1[CH2:20][CH:19]([O:21][C:22]2[C:27]3[CH:28]=[C:29]([CH3:31])[O:30][C:26]=3[CH:25]=[C:24]([C:32]([NH:1][C:2]3[CH:7]=[CH:6][C:5]([CH3:8])=[CH:4][N:3]=3)=[O:33])[CH:23]=2)[CH2:18]1)=[O:16]. Procedure details: To a solution of 2-amino-5-methylpyridine (203 mg, 1.88 mmol) in dichloromethane (5 mL) at 0° C. was added Al(CH3)2Cl (1.88 mL, 1M in hexanes) drop wise. After the addition, the ice-bath was removed, and the mixture was stirred for 30 minutes at room temperature. Ethyl 4-({1-[(dimethylamino)carbonyl]azetidin-3-yl}oxy)-2-methyl-1-benzofuran-6-carboxylate (65 mg, 0.19 mmol) was added and the stirring was continued for 14 h. The reaction was quenched with potassium sodium tartrate tetrahydrate (20%... The yield is 78.0%. Run at time 8 hour. The solvent is C(C)O (ethanol). The product is C(C)(C)(C)C1=CC=C(C=C1)NC(=O)N1CC2=CC=C(C=C2C1)S(NC1=C(C=C(C=C1)F)O)(=O)=O (N-(4-tert-Butylphenyl)-5-[(4-fluoro-2-hydroxyphenyl)sulfamoyl]-1,3-dihydro-2H-isoindole-2-carboxamide). Reaction SMILES: C([O:8][C:9]1[CH:14]=[C:13]([F:15])[CH:12]=[CH:11][C:10]=1[NH:16][S:17]([C:20]1[CH:21]=[C:22]2[C:26](=[CH:27][CH:28]=1)[CH2:25][N:24]([C:29]([NH:31][C:32]1[CH:37]=[CH:36][C:35]([C:38]([CH3:41])([CH3:40])[CH3:39])=[CH:34][CH:33]=1)=[O:30])[CH2:23]2)(=[O:19])=[O:18])C1C=CC=CC=1>C(O)C.[Pd]>[C:38]([C:35]1[CH:34]=[CH:33][C:32]([NH:31][C:29]([N:24]2[CH2:23][C:22]3[C:26](=[CH:27][CH:28]=[C:20]([S:17](=[O:18])(=[O:19])[NH:16][C:10]4[CH:11]=[CH:12][C:13]([F:15])=[CH:14][C:9]=4[OH:8])[CH:21]=3)[CH2:25]2)=[O:30])=[CH:37][CH:36]=1)([CH3:41])([CH3:39])[CH3:40]. Reactants: C(C1=CC=CC=C1)OC1=C(C=CC(=C1)F)NS(=O)(=O)C=1C=C2CN(CC2=CC1)C(=O)NC1=CC=C(C=C1)C(C)(C)C (5-{[2-(benzyloxy)-4-fluorophenyl]sulfamoyl}-N-(4-tert-butylphenyl)-1,3-dihydro-2H-isoindole-2-carboxamide). Reagents/catalysts: [Pd] (palladium activated carbon). Procedure details: To a solution of 5-{[2-(benzyloxy)-4-fluorophenyl]sulfamoyl}-N-(4-tert-butylphenyl)-1,3-dihydro-2H-isoindole-2-carboxamide (150 mg, 0.261 mmol) in ethanol (10 mL) was added 10% palladium activated carbon (150 mg) at room temperature, and the mixture was stirred overnight under a hydrogen atmosphere. The reaction mixture was filtered through Celite (registered trademark) and the filtrate was concentrated under reduced pressure. The resulting residue was purified by silica gel column chromatograph... Starting materials: FC(S(=O)(=O)OS(=O)(=O)C(F)(F)F)(F)F (Trifluoromethanesulphonic anhydride), C(#N)C1=C(C=C(C=C1)OC)O (2-cyano-5-methoxyphenol). The solvent is N1=CC=CC=C1 (pyridine). The product is C(#N)C1=C(C=C(C=C1)OC)OS(=O)(=O)C(F)(F)F ((2-cyano-5-methoxyphenyl)trifluoromethanesulphonate). Yield: 81.1%. As a reaction SMILES: [F:1][C:2]([F:15])([F:14])[S:3]([O:6]S(C(F)(F)F)(=O)=O)(=[O:5])=[O:4].[C:16]([C:18]1[CH:23]=[CH:22][C:21]([O:24][CH3:25])=[CH:20][C:19]=1O)#[N:17]>N1C=CC=CC=1>[C:16]([C:18]1[CH:23]=[CH:22][C:21]([O:24][CH3:25])=[CH:20][C:19]=1[O:6][S:3]([C:2]([F:15])([F:14])[F:1])(=[O:5])=[O:4])#[N:17]. Procedure details: Trifluoromethanesulphonic anhydride (2.06 g) was added dropwise to a solution of 2-cyano-5-methoxyphenol (1.0 g) in dry pyridine (20 ml) at 0° C. under an atmosphere of argon. Volatile material was removed by evaporation and the residue was dissolved in ethyl acetate (30 ml). The solution was washed with water (60 ml) and saturated sodium chloride solution (30 ml) and dried (MgSO4). The solvent was removed by evaporation and the residue purified by flash chromatography, eluting with ethyl acetat... Starting materials: CI, COC(=O)C1(C)Oc2ccccc2NC1=O, Cc1ccccc1, [H-], [Na+]. Product: COC(=O)C1(C)Oc2ccccc2N(C)C1=O. Reaction SMILES: [CH3:19][I:20].[CH3:1][O:2][C:3](=[O:4])[C:5]1([CH3:16])[O:6][c:7]2[c:8]([cH:12][cH:13][cH:14][cH:15]2)[NH:9][C:10]1=[O:11].[CH3:21][c:22]1[cH:23][cH:24][cH:25][cH:26][cH:27]1.[H-:18].[Na+:17]>>[CH3:1][O:2][C:3](=[O:4])[C:5]1([CH3:16])[O:6][c:7]2[c:8]([cH:12][cH:13][cH:14][cH:15]2)[N:9]([CH3:19])[C:10]1=[O:11].